Task: describe an organic reaction: reactants, conditions, products, and yield. Dataset: the Open Reaction Database (ORD), a public repository of structured organic reaction records Starting materials: COCOC=1C=C(C=CC1)C(C1CCOCC1)=O (4-[(3-methyloxymethoxyphenyl)oxomethyl]tetrahydropyran), Cl (hydrochloric acid). Run in C1CCOC1 (THF). The product is OC=1C=C(C=CC1)C(C1CCOCC1)=O (4-[(3-hydroxyphenyl)oxomethyl]tetrahydropyran). The yield is 96.4%. RXN SMILES: COC[O:4][C:5]1[CH:6]=[C:7]([C:11](=[O:18])[CH:12]2[CH2:17][CH2:16][O:15][CH2:14][CH2:13]2)[CH:8]=[CH:9][CH:10]=1.Cl>C1COCC1>[OH:4][C:5]1[CH:6]=[C:7]([C:11](=[O:18])[CH:12]2[CH2:13][CH2:14][O:15][CH2:16][CH2:17]2)[CH:8]=[CH:9][CH:10]=1. Procedure details: The methyloxymethoxy group was removed by treatment of 4-[(3-methyloxymethoxyphenyl)oxomethyl]tetrahydropyran (0.82 g, 3.27 mmol), prepared as in step 2 with concentrated hydrochloric acid (2.45 mL, 0.75 mL/mmol) in THF (13 mL) at ambient temperature for 0.5 hours. The reaction mixture was partitioned between water and ethyl acetate and the aqueous layer was extracted twice with ethyl acetate. The combined organic layers were washed with saturated aqueous sodium bicarbonate and brine, dried over... Starting materials: C(C)(C)(C)OC(=O)N1[C@H](C/C(/C1)=C/CCCCC)[C@@H]1[C@@H](N(C(O1)(C)C)C(C)=O)CC1=CC(=CC(=C1)F)F ((R)-2-[(4S,5S)-3-Acetyl-4-(3,5-difluoro-benzyl)-2,2-dimethyl-oxazolidin-5-yl]-4-hex-(Z)-ylidene-pyrrolidine-1-carboxylic acid tert-butyl ester), [H][H] (hydrogen). Reagents/catalysts: [Pd] (palladium on carbon). The solvent is CO (methanol). Yields the product C(C)(C)(C)OC(=O)N1[C@H](CC(C1)CCCCCC)[C@@H]1[C@@H](N(C(O1)(C)C)C(C)=O)CC1=CC(=CC(=C1)F)F ((R)-2-[(4S,5S)-3-Acetyl-4-(3,5-difluoro-benzyl)-2,2-dimethyl-oxazolidin-5-yl]-4-hexyl-pyrrolidine-1-carboxylic acid tert-butyl ester). Reaction SMILES: [C:1]([O:5][C:6]([N:8]1[CH2:12]/[C:11](=[CH:13]\[CH2:14][CH2:15][CH2:16][CH2:17][CH3:18])/[CH2:10][C@@H:9]1[C@H:19]1[O:23][C:22]([CH3:25])([CH3:24])[N:21]([C:26](=[O:28])[CH3:27])[C@H:20]1[CH2:29][C:30]1[CH:35]=[C:34]([F:36])[CH:33]=[C:32]([F:37])[CH:31]=1)=[O:7])([CH3:4])([CH3:3])[CH3:2].[H][H]>[Pd].CO>[C:1]([O:5][C:6]([N:8]1[CH2:12][CH:11]([CH2:13][CH2:14][CH2:15][CH2:16][CH2:17][CH3:18])[CH2:10][C@@H:9]1[C@H:19]1[O:23][C:22]([CH3:25])([CH3:24])[N:21]([C:26](=[O:28])[CH3:27])[C@H:20]1[CH2:29][C:30]1[CH:31]=[C:32]([F:37])[CH:33]=[C:34]([F:36])[CH:35]=1)=[O:7])([CH3:2])([CH3:3])[CH3:4]. Procedure details: Combine (R)-2-[(4S,5S)-3-Acetyl-4-(3,5-difluoro-benzyl)-2,2-dimethyl-oxazolidin-5-yl]-4-hex-(Z)-ylidene-pyrrolidine-1-carboxylic acid tert-butyl ester (0.04 g, 0.076 mmol), 10% palladium on carbon (4 mg) and methanol (2 mL) and stir for 2 days under 1 atmosphere of hydrogen. Add filter agent, filter and concentrate under reduced pressure to provide the desired compound as a mixture of isomers (2:1 4(S):4(R); 0.036 g, 90%). Subject isomer mixture to HPLC chromatography under acidic conditions: TF...